From a dataset of the Open Reaction Database (ORD), a public repository of structured organic reaction records. describe an organic reaction: reactants, conditions, products, and yield Starting materials: CC1=C(C(=CC(=C1)C)C)S(=O)(=O)N(CC1=CC(=CC=C1)OC1OCCCC1)C1=CC=C(C=C1)C=CC(N1CCCC1)=O (2,4,6-trimethyl-N-[4-(3-oxo-3-pyrrolidin-1-yl-propenyl)-phenyl]-N-[3-(tetrahydro-pyran-2-yloxy)-benzyl]-benzenesulfonamide), Cl (HCl), solution, [SiH](CC)(CC)CC (Et3SiH), C([O-])(O)=O.[Na+] (sodium bicarbonate). The solvent is CO (methanol), O1CCOCC1 (1,4-dioxane). Conditions: time 24 hour. The product is OC=1C=C(CN(S(=O)(=O)C2=C(C=C(C=C2C)C)C)C2=CC=C(C=C2)C=CC(N2CCCC2)=O)C=CC1 (N-(3-hydroxybenzyl)-2,4,6-trimethyl-N-[4-(3-oxo-3-pyrrolidin-1-yl-propenyl)-phenyl]-benzenesulfonamide). Yield: 68.1%. Reaction SMILES: [CH3:1][C:2]1[CH:7]=[C:6]([CH3:8])[CH:5]=[C:4]([CH3:9])[C:3]=1[S:10]([N:13]([C:28]1[CH:33]=[CH:32][C:31]([CH:34]=[CH:35][C:36](=[O:42])[N:37]2[CH2:41][CH2:40][CH2:39][CH2:38]2)=[CH:30][CH:29]=1)[CH2:14][C:15]1[CH:20]=[CH:19][CH:18]=[C:17]([O:21]C2CCCCO2)[CH:16]=1)(=[O:12])=[O:11].Cl.[SiH](CC)(CC)CC.C(=O)(O)[O-].[Na+]>CO.O1CCOCC1>[OH:21][C:17]1[CH:16]=[C:15]([CH:20]=[CH:19][CH:18]=1)[CH2:14][N:13]([C:28]1[CH:33]=[CH:32][C:31]([CH:34]=[CH:35][C:36](=[O:42])[N:37]2[CH2:38][CH2:39][CH2:40][CH2:41]2)=[CH:30][CH:29]=1)[S:10]([C:3]1[C:4]([CH3:9])=[CH:5][C:6]([CH3:8])=[CH:7][C:2]=1[CH3:1])(=[O:12])=[O:11] |f:3.4|. Procedure: To a solution of 2,4,6-trimethyl-N-[4-(3-oxo-3-pyrrolidin-1-yl-propenyl)-phenyl]-N-[3-(tetrahydro-pyran-2-yloxy)-benzyl]-benzenesulfonamide (0.021 g, 34.9 μmol) in 0.5 mL methanol was added HCl (0.19 mL of a 4.0 M solution in 1,4-dioxane, 2 mmol) and Et3SiH (0.047 ml, 0.30 mmol). The reaction mixture was stirred at room temperature for 24 hr. Saturated aqueous sodium bicarbonate was added and the aqueous solution was washed with methylene chloride. The organic layer was dried (magnesium sulfate)... Starting materials: C1COCCO1, CB1OB(C)OB(C)O1, O=C(N1CCCC2c3cc(OS(=O)(=O)C(F)(F)F)ccc3CC21)C(F)(F)F, [K+], [K+], [K+], O=P([O-])([O-])[O-], c1ccc(P(c2ccccc2)(c2ccccc2)[Pd](P(c2ccccc2)(c2ccccc2)c2ccccc2)(P(c2ccccc2)(c2ccccc2)c2ccccc2)P(c2ccccc2)(c2ccccc2)c2ccccc2)cc1. Yields the product Cc1ccc2c(c1)C1CCCN(C(=O)C(F)(F)F)C1C2. RXN SMILES: [CH2:122]1[O:123][CH2:124][CH2:125][O:126][CH2:127]1.[CH3:28][B:29]1[O:30][B:31]([CH3:32])[O:33][B:34]([CH3:35])[O:36]1.[F:1][C:2]([C:3](=[O:4])[N:5]1[CH:6]2[CH:7]([CH2:8][CH2:9][CH2:10]1)[c:11]1[cH:12][c:13]([O:18][S:19]([C:20]([F:21])([F:22])[F:23])(=[O:24])=[O:25])[cH:14][cH:15][c:16]1[CH2:17]2)([F:26])[F:27].[K+:42].[K+:43].[K+:44].[P:37]([O-:38])([O-:39])([O-:40])=[O:41].[cH:45]1[cH:46][cH:47][c:48]([P:49]([Pd:50]([P:51]([c:52]2[cH:53][cH:54][cH:55][cH:56][cH:57]2)([c:58]2[cH:59][cH:60][cH:61][cH:62][cH:63]2)[c:64]2[cH:65][cH:66][cH:67][cH:68][cH:69]2)([P:70]([c:71]2[cH:72][cH:73][cH:74][cH:75][cH:76]2)([c:77]2[cH:78][cH:79][cH:80][cH:81][cH:82]2)[c:83]2[cH:84][cH:85][cH:86][cH:87][cH:88]2)[P:89]([c:90]2[cH:91][cH:92][cH:93][cH:94][cH:95]2)([c:96]2[cH:97][cH:98][cH:99][cH:100][cH:101]2)[c:102]2[cH:103][cH:104][cH:105][cH:106][cH:107]2)([c:108]2[cH:109][cH:110][cH:111][cH:112][cH:113]2)[c:114]2[cH:115][cH:116][cH:117][cH:118][cH:119]2)[cH:120][cH:121]1>>[F:1][C:2]([C:3](=[O:4])[N:5]1[CH:6]2[CH:7]([CH2:8][CH2:9][CH2:10]1)[c:11]1[cH:12][c:13]([CH3:28])[cH:14][cH:15][c:16]1[CH2:17]2)([F:26])[F:27]. Reactants: O (Water), Br (hydrobromic acid), crude product, C(C)(C)(C)C1=CC=C(C=C1)\C(=C/[C@H]1CCC(N1)=O)\C1=NC(=CC=C1)OC ((5R)-5-[(E)-2-(4-tert-butylphenyl)-2-(6-methoxypyridin-2-yl)ethenyl]pyrrolidin-2-one). Solvent: O1CCOCC1 (1,4-dioxane). Run at temperature 65 celsius, time 30 minute. The product is C(C)(C)(C)C1=CC=C(C=C1)/C(=C\[C@@H]1NC(CC1)=O)/C1=CC=CC(N1)=O (6-{(E)-1-(4-tert-Butylphenyl)-2-[(2R)-5-oxopyrrolidin-2-yl]ethenyl}pyridin-2(1H)-one). Yield: 13.9%. RXN SMILES: Br.[C:2]([C:6]1[CH:11]=[CH:10][C:9](/[C:12](/[C:20]2[CH:25]=[CH:24][CH:23]=[C:22]([O:26]C)[N:21]=2)=[CH:13]\[C@@H:14]2[NH:18][C:17](=[O:19])[CH2:16][CH2:15]2)=[CH:8][CH:7]=1)([CH3:5])([CH3:4])[CH3:3].O>O1CCOCC1>[C:2]([C:6]1[CH:7]=[CH:8][C:9](/[C:12](/[C:20]2[NH:21][C:22](=[O:26])[CH:23]=[CH:24][CH:25]=2)=[CH:13]\[C@H:14]2[CH2:15][CH2:16][C:17](=[O:19])[NH:18]2)=[CH:10][CH:11]=1)([CH3:5])([CH3:3])[CH3:4]. Procedure: 48% hydrobromic acid (0.5 mL) was added to a solution of the crude product of (5R)-5-[(E)-2-(4-tert-butylphenyl)-2-(6-methoxypyridin-2-yl)ethenyl]pyrrolidin-2-one obtained in Example 4-185(2) (15 mg) in 1,4-dioxane (1 mL), and the mixture was stirred at 65° C. for 30 minutes. Water was added to the reaction solution, followed by extraction with ethyl acetate. The organic layer was washed with brine and dried over anhydrous magnesium sulfate, after which the solvent was evaporated under reduced p... Starting materials: ClC1=CC=C(C=C1)N1CCN(CC1)S(=O)(=O)C=1C=C(C(=O)O)C=CC1 (3-[4-(4-Chlorophenyl)piperazine-1-sulfonyl]benzoic acid), [Si](C)(C)(C(C)(C)C)ON (O-(tert-butyldimethylsilyl)-hydroxylamine), Cl.CN(CCCN=C=NCC)C (1-(3-dimethylaminopropyl)-3-ethylcarbodiimide hydrochloride). Run in C(C)(=O)OCC (ethyl acetate). Product: ClC1=CC=C(C=C1)N1CCN(CC1)S(=O)(=O)C=1C=C(C(=O)NO)C=CC1 (3-[4-(4-Chlorophenyl)piperazine-1-sulfonyl]-N-hydroxybenzamide). Yield: 50.6%. As a reaction SMILES: [Cl:1][C:2]1[CH:7]=[CH:6][C:5]([N:8]2[CH2:13][CH2:12][N:11]([S:14]([C:17]3[CH:18]=[C:19]([CH:23]=[CH:24][CH:25]=3)[C:20]([OH:22])=O)(=[O:16])=[O:15])[CH2:10][CH2:9]2)=[CH:4][CH:3]=1.[Si]([O:33][NH2:34])(C(C)(C)C)(C)C.Cl.CN(C)CCCN=C=NCC>C(OCC)(=O)C>[Cl:1][C:2]1[CH:7]=[CH:6][C:5]([N:8]2[CH2:9][CH2:10][N:11]([S:14]([C:17]3[CH:18]=[C:19]([CH:23]=[CH:24][CH:25]=3)[C:20]([NH:34][OH:33])=[O:22])(=[O:16])=[O:15])[CH2:12][CH2:13]2)=[CH:4][CH:3]=1 |f:2.3|. Procedure details: To a suspension of Example 63 (190 mg) was added O-(tert-butyldimethylsilyl)-hydroxylamine (81 mg) and 1-(3-dimethylaminopropyl)-3-ethylcarbodiimide hydrochloride (96 mg). After stirring overnight at room temperature ethyl acetate (100 mL) was added and the organic layer was washed with water (2×25 ml), saturated NaHCO3 (2×25 ml) and water (25 ml), dried over MgSO4, filtered and evaporated. The colourless oil was dissolved in dichloromethane (20 ml) and treated with 1.0 M HCl solution in ether (... The reactants are O[C@H](C)C1=CC=C(C#N)C=C1 ((R)-(+)-4-(1-Hydroxy-ethyl)-benzonitrile). Run in C1(=CC=CC=C1)C (toluene). The product is C(C)(=O)C1=CC=C(C#N)C=C1 (4-acetylbenzonitrile). As a reaction SMILES: [OH:1][C@@H:2]([C:4]1[CH:11]=[CH:10][C:7]([C:8]#[N:9])=[CH:6][CH:5]=1)[CH3:3]>C1(C)C=CC=CC=1>[C:2]([C:4]1[CH:11]=[CH:10][C:7]([C:8]#[N:9])=[CH:6][CH:5]=1)(=[O:1])[CH3:3]. Procedure details: Prepared in an analogous manner to that of Preparation 247 starting with (R)-(+)-4-(1-Hydroxy-ethyl)-benzonitrile which is obtained from 4-acetylbenzonitrile using 1.0 M (S)-2-Methyl-CBS-oxazaborolidine in toluene in an analogous fashion as in Preparation 248. Reactants: CON=C1CN([C@@H](C1)CO)C(=O)C1=CC=C(C=C1)C1=CC=CC=C1 ((3EZ,5S)-1-(1,1′-biphenyl-4-ylcarbonyl)-5 (hydroxymethyl) pyrrolidin-3-one O-methyloxime), N(=NC(=O)OCC)C(=O)OCC (diethyl azodicarboxylate), C1(C=2C(C(N1)=O)=CC=CC2)=O (phtalimide), C1(=CC=CC=C1)P(C1=CC=CC=C1)C1=CC=CC=C1 (triphenylphosphine). Conditions: time 2 day. Product: C1(=CC=C(C=C1)C(=O)N1[C@@H](CC(C1)=NOC)CN1C(C2=CC=CC=C2C1=O)=O)C1=CC=CC=C1 (2-{[(2S,4EZ)-1-(1,1′-biphenyl-4-ylcarbonyl)-4-(methoxyimino)pyrrolidin-2-yl]methyl}-1H-isoindole-1,3(2H)-dione). As a reaction SMILES: [CH3:1][O:2][N:3]=[C:4]1[CH2:8][C@@H:7]([CH2:9]O)[N:6]([C:11]([C:13]2[CH:18]=[CH:17][C:16]([C:19]3[CH:24]=[CH:23][CH:22]=[CH:21][CH:20]=3)=[CH:15][CH:14]=2)=[O:12])[CH2:5]1.[C:25]1(=[O:35])[NH:29][C:28](=[O:30])[C:27]2=[CH:31][CH:32]=[CH:33][CH:34]=[C:26]12.C1(P(C2C=CC=CC=2)C2C=CC=CC=2)C=CC=CC=1.N(C(OCC)=O)=NC(OCC)=O>O1CCCC1>[C:16]1([C:19]2[CH:24]=[CH:23][CH:22]=[CH:21][CH:20]=2)[CH:15]=[CH:14][C:13]([C:11]([N:6]2[CH2:5][C:4](=[N:3][O:2][CH3:1])[CH2:8][C@H:7]2[CH2:9][N:29]2[C:25](=[O:35])[C:26]3[C:27](=[CH:31][CH:32]=[CH:33][CH:34]=3)[C:28]2=[O:30])=[O:12])=[CH:18][CH:17]=1. Procedure: A solution of alcohol (2) (EZ mixture, 51 mg, 0.16 mmol), phtalimide (70 mg, 0.48 mmol), triphenylphosphine polymer bound (158 mg, 0.48 mmol) and diethyl azodicarboxylate (40% in toluene, 205 μl, 0.48 mmol) in tetrahydrofuran (5 ml) was stirred for 2 days. The resin was filtered off and the reaction mixture was concentrated in vacuo. The crude was purified on silica gel preparative chromatography using DCM as eluant. Solvent: O1CCCC1 (tetrahydrofuran). Reactants: BrC1=CC=C(CN2C(=NC3=C2C=CC(=C3)OCC3=NC2=CC=CC=C2C=C3)CC3(CCCC3)C(=O)OCC)C=C1 (ethyl 1-((1-(4-bromobenzyl)-5-(quinolin-2-ylmethoxy)-1H-benzo[d]imidazol-2-yl)methyl)cyclopentanecarboxylate), CC1=NOC(=C1B(O)O)C (3,5-dimethylisoxazole-4-boronic acid). Yields the product CC1=NOC(=C1C1=CC=C(CN2C(=NC3=C2C=CC(=C3)OCC3=NC2=CC=CC=C2C=C3)CC3(CCCC3)C(=O)O)C=C1)C (1-({1-[4-(3,5-Dimethylisoxazol-4-yl)benzyl]-5-(quinolin-2-ylmethoxy)-1H-benzimidazol-2-yl}methyl)cyclopentanecarboxylic acid). As a reaction SMILES: Br[C:2]1[CH:40]=[CH:39][C:5]([CH2:6][N:7]2[C:11]3[CH:12]=[CH:13][C:14]([O:16][CH2:17][C:18]4[CH:27]=[CH:26][C:25]5[C:20](=[CH:21][CH:22]=[CH:23][CH:24]=5)[N:19]=4)=[CH:15][C:10]=3[N:9]=[C:8]2[CH2:28][C:29]2([C:34]([O:36]CC)=[O:35])[CH2:33][CH2:32][CH2:31][CH2:30]2)=[CH:4][CH:3]=1.[CH3:41][C:42]1[C:46](B(O)O)=[C:45]([CH3:50])[O:44][N:43]=1>>[CH3:41][C:42]1[C:46]([C:2]2[CH:40]=[CH:39][C:5]([CH2:6][N:7]3[C:11]4[CH:12]=[CH:13][C:14]([O:16][CH2:17][C:18]5[CH:27]=[CH:26][C:25]6[C:20](=[CH:21][CH:22]=[CH:23][CH:24]=6)[N:19]=5)=[CH:15][C:10]=4[N:9]=[C:8]3[CH2:28][C:29]3([C:34]([OH:36])=[O:35])[CH2:33][CH2:32][CH2:31][CH2:30]3)=[CH:4][CH:3]=2)=[C:45]([CH3:50])[O:44][N:43]=1. Procedure: The title compound was prepared using similar methods to those in Example 97 using ethyl 1-((1-(4-bromobenzyl)-5-(quinolin-2-ylmethoxy)-1H-benzo[d]imidazol-2-yl)methyl)cyclopentanecarboxylate and 3,5-dimethylisoxazole-4-boronic acid in Step A. MS (ESI): mass calcd. for C36H34N4O4, 586.26; m/z found, 587.3 [M+H]+. 1H NMR (400 MHz, CDCl3) δ 8.22 (d, J=8.5, 1H), 8.11 (d, J=8.5, 1H), 7.84 (d, J=8.1, 1H), 7.78-7.75 (m, 1H), 7.74-7.70 (m, 1H), 7.59-7.54 (m, 1H), 7.37-7.35 (m, 1H), 7.23-7.19 (m, 3H), 7... Starting materials: CSC1=NC=C(C(=N1)NCC1=CC(=C(C=C1)OC)Cl)C(NCC1=NC=CC=C1)=O (2-methylthio-4-(3-chloro-4-methoxybenzylamino)-5-[N-(2-pyridylmethyl)carbamoyl]pyrimidine), ClC1=CC(=CC=C1)C(=O)OO (m-chloroperbenzoic acid), C(C)(=O)OCC (ethyl acetate), N1CCNCC1 (Piperazine). Solvent: C(Cl)(Cl)Cl (chloroform). Run at time 8 hour. Yields the product N1(CCNCC1)C1=NC=C(C(=N1)NCC1=CC(=C(C=C1)OC)Cl)C(NCC1=NC=CC=C1)=O (2-(1-pyperazinyl)-4-(3-chloro-4-methoxybenzylamino)-5-[N-(2-pyridylmethyl)carbamoyl]pyrimidine). Reaction SMILES: CS[C:3]1[N:8]=[C:7]([NH:9][CH2:10][C:11]2[CH:16]=[CH:15][C:14]([O:17][CH3:18])=[C:13]([Cl:19])[CH:12]=2)[C:6]([C:20](=[O:29])[NH:21][CH2:22][C:23]2[CH:28]=[CH:27][CH:26]=[CH:25][N:24]=2)=[CH:5][N:4]=1.ClC1C=CC=C(C(OO)=O)C=1.[NH:41]1[CH2:46][CH2:45][NH:44][CH2:43][CH2:42]1.C(OCC)(=O)C>C(Cl)(Cl)Cl>[N:41]1([C:3]2[N:8]=[C:7]([NH:9][CH2:10][C:11]3[CH:16]=[CH:15][C:14]([O:17][CH3:18])=[C:13]([Cl:19])[CH:12]=3)[C:6]([C:20](=[O:29])[NH:21][CH2:22][C:23]3[CH:28]=[CH:27][CH:26]=[CH:25][N:24]=3)=[CH:5][N:4]=2)[CH2:46][CH2:45][NH:44][CH2:43][CH2:42]1. Procedure: A solution of 2-methylthio-4-(3-chloro-4-methoxybenzylamino)-5-[N-(2-pyridylmethyl)carbamoyl]pyrimidine (prepared in Example 80) 150.0 mg in chloroform 5.0 ml is treated with m-chloroperbenzoic acid (80%) 85.6 mg at 0° C. for 30 minites. Piperazine 0.263 g is added thereto and the mixture is stirred at room temperature overnight. To the reaction mixture is added ethyl acetate and an aqueous saturated sodium hydrogen carbonate solution, and the organic layer is separated. The organic layer is was... Starting materials: CCN(C(C)C)C(C)C, Clc1cc(NC2CCOCC2)c2[nH]c(C3=NC(CCN4CCNCC4)CS3)cc2c1, ClCCl, O=C(CC(F)(F)F)ON1C(=O)CCC1=O, O. The product is O=C(CC(F)(F)F)N1CCN(CCC2CSC(c3cc4cc(Cl)cc(NC5CCOCC5)c4[nH]3)=N2)CC1. Reaction SMILES: [CH:31]([N:32]([CH:33]([CH3:34])[CH3:35])[CH2:36][CH3:37])([CH3:38])[CH3:39].[Cl:1][c:2]1[cH:3][c:4]2[cH:5][c:6]([C:18]3=[N:22][CH:21]([CH2:23][CH2:24][N:25]4[CH2:26][CH2:27][NH:28][CH2:29][CH2:30]4)[CH2:20][S:19]3)[nH:7][c:8]2[c:9]([NH:11][CH:12]2[CH2:13][CH2:14][O:15][CH2:16][CH2:17]2)[cH:10]1.[Cl:56][CH2:57][Cl:58].[O:40]=[C:41]1[CH2:42][CH2:43][C:44](=[O:45])[N:46]1[O:47][C:48]([CH2:49][C:50]([F:51])([F:52])[F:53])=[O:54].[OH2:55]>>[Cl:1][c:2]1[cH:3][c:4]2[cH:5][c:6]([C:18]3=[N:22][CH:21]([CH2:23][CH2:24][N:25]4[CH2:26][CH2:27][N:28]([C:48](=[O:47])[CH2:49][C:50]([F:51])([F:52])[F:53])[CH2:29][CH2:30]4)[CH2:20][S:19]3)[nH:7][c:8]2[c:9]([NH:11][CH:12]2[CH2:13][CH2:14][O:15][CH2:16][CH2:17]2)[cH:10]1.